This data is from the Open Reaction Database (ORD), a public repository of structured organic reaction records. The task is: describe an organic reaction: reactants, conditions, products, and yield Starting materials: C(#N)C=1C=C(C(N)=NO)C=CC1 (3-Cyano-N′-hydroxybenzimidamide), C(C1=CN=CC=C1)(=O)Cl (nicotinoyl chloride). Run in N1=CC=CC=C1 (pyridine). Yields the product N1=CC(=CC=C1)C1=NC(=NO1)C=1C=C(C#N)C=CC1 (3-(5-(pyridin-3-yl)-1,2,4-oxadiazol-3-yl)benzonitrile). RXN SMILES: [C:1]([C:3]1[CH:4]=[C:5]([CH:10]=[CH:11][CH:12]=1)[C:6](=[N:8][OH:9])[NH2:7])#[N:2].[C:13](Cl)(=O)[C:14]1[CH:19]=[CH:18][CH:17]=[N:16][CH:15]=1>N1C=CC=CC=1>[N:16]1[CH:17]=[CH:18][CH:19]=[C:14]([C:13]2[O:9][N:8]=[C:6]([C:5]3[CH:4]=[C:3]([CH:12]=[CH:11][CH:10]=3)[C:1]#[N:2])[N:7]=2)[CH:15]=1. Procedure details: 3-Cyano-N′-hydroxybenzimidamide (0.322 g, 1 mmol) was dissolved in pyridine (10 mL) and nicotinoyl chloride (Aldrich, 0.141 g, 1 mmol) was added. The reaction mixture was heated to reflux for 3 hours and cooled to room temperature. The cooled reaction mixture was quenched with water (25 mL) and filtered. The solid was further purified with flash column chromatography (5% methanol/dichloromethane) to give the titled compound. 1H NMR (300 MHz, DMSO-d6) δ 7.75-7.71 (dd, J=5.7, 4.1 Hz, 1 H), 7.85 (t... The reactants are COc1ccc(C#N)c2ccsc12, CC[S-], CCOC(C)=O, Cl, [Na+], CN(C)C=O. Yields the product N#Cc1ccc(O)c2sccc12. RXN SMILES: [C:1](#[N:2])[c:3]1[cH:4][cH:5][c:6]([O:12][CH3:13])[c:7]2[s:8][cH:9][cH:10][c:11]12.[CH2:14]([S-:15])[CH3:16].[CH3:18][CH2:19][O:20][C:21](=[O:22])[CH3:23].[ClH:24].[Na+:17].[O:25]=[CH:26][N:27]([CH3:28])[CH3:29]>>[C:1](#[N:2])[c:3]1[cH:4][cH:5][c:6]([OH:12])[c:7]2[s:8][cH:9][cH:10][c:11]12. Reported procedure: A mixture of 2,7-dimethyl-3H-imidazo[4,5-b]pyridine-4-oxide (4.45 g), chloroform (4.5 ml) and phosphorus oxychloride (25.4 ml) was stirred at 80° C. for 3 hr and concentrated to dryness under reduced pressure. The residue was poured into ice (75 g) and neutralized with aqueous ammonia under ice-cooling. After stirring at room temperature for 30 min, the precipitated solid was collected by filtration and washed with water to give 5-chloro-2,7-dimethyl-3H-imidazo[4,5-b]pyridine as a gray powder (3... The product is ClC1=CC(=C2C(=N1)NC(=N2)C)C (5-chloro-2,7-dimethyl-3H-imidazo[4,5-b]pyridine). Reaction conditions: temperature 80 celsius, time 3 hour. Reactants: CC1=NC=2C(=[N+](C=CC2C)[O-])N1 (2,7-dimethyl-3H-imidazo[4,5-b]pyridine-4-oxide), P(=O)(Cl)(Cl)Cl (phosphorus oxychloride). Reaction SMILES: [CH3:1][C:2]1[NH:12][C:5]2=[N+:6]([O-])[CH:7]=[CH:8][C:9]([CH3:10])=[C:4]2[N:3]=1.P(Cl)(Cl)([Cl:15])=O>C(Cl)(Cl)Cl>[Cl:15][C:7]1[N:6]=[C:5]2[NH:12][C:2]([CH3:1])=[N:3][C:4]2=[C:9]([CH3:10])[CH:8]=1. The solvent is C(Cl)(Cl)Cl (chloroform). Starting materials: [BH3-]C#N, N#Cc1ccc(C(=O)c2ccc3ccccn23)cc1, CCOC(C)=O, CCCCCC, CC#N, [Na+]. Yields the product N#Cc1ccc(Cc2ccc3ccccn23)cc1. RXN SMILES: [C:1]([BH3-:2])#[N:3].[C:8](#[N:9])[c:10]1[cH:11][cH:12][c:13]([C:14](=[O:15])[c:16]2[cH:17][cH:18][c:19]3[cH:20][cH:21][cH:22][cH:23][n:24]23)[cH:25][cH:26]1.[CH3:27][CH2:28][O:29][C:30](=[O:31])[CH3:32].[CH3:33][CH2:34][CH2:35][CH2:36][CH2:37][CH3:38].[CH3:5][C:6]#[N:7].[Na+:4]>>[C:8](#[N:9])[c:10]1[cH:11][cH:12][c:13]([CH2:14][c:16]2[cH:17][cH:18][c:19]3[cH:20][cH:21][cH:22][cH:23][n:24]23)[cH:25][cH:26]1. Reactants: ice water, [OH-].[Na+] (NaOH), BrC1=CC(=C(C=C1)C1=C(C=C(C=C1)Br)[N+](=O)[O-])[N+](=O)[O-] (4,4′-dibromo-2,2′-dinitrobiphenyl), Cl (HCl), [Sn] (Tin). Solvent: C(C)O (ethanol). Run at temperature 100 celsius. Yields the product BrC=1C=C(C(=CC1)C=1C(=CC(=CC1)Br)N)N (4,4′-dibromobiphenyl-2,2′-diamine). Reaction SMILES: [Br:1][C:2]1[CH:7]=[CH:6][C:5]([C:8]2[CH:13]=[CH:12][C:11]([Br:14])=[CH:10][C:9]=2[N+:15]([O-])=O)=[C:4]([N+:18]([O-])=O)[CH:3]=1.Cl.[Sn].[OH-].[Na+]>C(O)C>[Br:1][C:2]1[CH:3]=[C:4]([NH2:18])[C:5]([C:8]2[C:9]([NH2:15])=[CH:10][C:11]([Br:14])=[CH:12][CH:13]=2)=[CH:6][CH:7]=1 |f:3.4,^3:21|. Procedure details: To a solution of 15 (11.0 g, 27.4 mmol) in 135 mL of absolute ethanol was added 32% w/w aqueous HCl (78.0 mL). Tin powder (13.0 g, 108.5 mmol) was then added in portions over 10 min, and the reaction mixture was heated to reflux at 100° C. for 2 h. After cooling, the mixture was poured into ice water (400 mL) and then made alkaline with 20% w/w aqueous NaOH solution until the pH was 9.0. The product was next extracted with diethyl ether and the organic layer was washed with brine, dried over anh... As a reaction SMILES: [Cl:1][C:2]1[N:3]=[CH:4][C:5]2[NH:11][C:10](=[O:12])[C:9]([F:14])([F:13])[CH2:8][N:7]([CH:15]3[CH2:18][CH2:17][CH2:16]3)[C:6]=2[N:19]=1.[CH3:20]N(C)C=O.C(=O)([O-])[O-].[Cs+].[Cs+].IC>O>[Cl:1][C:2]1[N:3]=[CH:4][C:5]2[N:11]([CH3:20])[C:10](=[O:12])[C:9]([F:14])([F:13])[CH2:8][N:7]([CH:15]3[CH2:18][CH2:17][CH2:16]3)[C:6]=2[N:19]=1 |f:2.3.4|. Run at time 3 hour. The solvent is O (water). Yields the product ClC=1N=CC2=C(N(CC(C(N2C)=O)(F)F)C2CCC2)N1 (2-chloro-9-cyclobutyl-7,7-difluoro-5-methyl-5,7,8,9-tetrahydro-pyrimido[4,5-b][1,4]diazepin-6-one). Reported procedure: To a mixture of 5.5 g (0.0191 mole) of 2-chloro-9-cyclobutyl-7,7-difluoro-5,7,8,9-tetrahydro-pyrimido[4,5-b][1,4]diazepin-6-one (VI-1), 25 mL of dimethylformamide and 9.4 g (0.0287 mole) of cesium carbonate was added 10.9 g (0.0764 mole) of iodomethane. The mixture was stirred for 3 hours, then 80 mL of water was added and the solid collected by suction filtration to give 4.8 g of 2-chloro-9-cyclobutyl-7,7-difluoro-5-methyl-5,7,8,9-tetrahydro-pyrimido[4,5-b][1,4]diazepin-6-one (VII-1). Starting materials: ClC=1N=CC2=C(N(CC(C(N2)=O)(F)F)C2CCC2)N1 (2-chloro-9-cyclobutyl-7,7-difluoro-5,7,8,9-tetrahydro-pyrimido[4,5-b][1,4]diazepin-6-one), CN(C=O)C (dimethylformamide), C([O-])([O-])=O.[Cs+].[Cs+] (cesium carbonate), IC (iodomethane). Starting materials: CC1(CC(CCC1)C(C)OC(CO)(C)C)C (2-[1-(3,3-dimethyl-cyclohexyl)-ethoxy]-2-methyl-propan-1-ol), COC(COC)=O (methoxyacetic acid methyl ester), C[O-].[Na+] (sodium methylate). Solvent: CO (methanol). Yields the product CC1(CC(CCC1)C(C)OC(COC(COC)=O)(C)C)C (methoxyacetic acid-2-[1-(3,3-dimethyl-cyclohexyl)-ethoxy]-2-methyl-propyl ester). As a reaction SMILES: [CH3:1][C:2]1([CH3:16])[CH2:7][CH2:6][CH2:5][CH:4]([CH:8]([O:10][C:11]([CH3:15])([CH3:14])[CH2:12][OH:13])[CH3:9])[CH2:3]1.[CH3:17][O:18][C:19](=O)[CH2:20][O:21]C.C[O-].[Na+]>CO>[CH3:16][C:2]1([CH3:1])[CH2:7][CH2:6][CH2:5][CH:4]([CH:8]([O:10][C:11]([CH3:15])([CH3:14])[CH2:12][O:13][C:20](=[O:21])[CH2:19][O:18][CH3:17])[CH3:9])[CH2:3]1 |f:2.3|. Procedure: 57 g (0.25 mol) of 2-[1-(3,3-dimethyl-cyclohexyl)-ethoxy]-2-methyl-propan-1-ol, 41.6 g (0.4 mol) of methoxyacetic acid methyl ester and 0.3 g of sodium methylate in 50 g methanol were placed in a 250-ml stirred vessel and were boiled under reflux. During this, methanol was distilled off via a still head. Then 100 ml water and 100 ml toluene were added to the reaction solution at room temperature, the aqueous phase was separated, the organic phase was washed with water until neutral and concentra... The reactants are COC(=O)C1C2=CC(=CC(=C2C2=NC=C(C=C21)F)C)F (3,7-difluoro-9-methyl-5H-indeno[1,2-b]pyridin-5-carboxylic acid methyl ester), [H-].[Na+] (sodium hydride), ICC(=O)N (iodoacetamide). The solvent is O1CCCC1 (tetrahydrofuran). The product is FC=1C=C2C(=NC1)C1=C(C=C(C=C1C21C(NC(C1)=O)=O)F)C (3,7-difluoro-9-methylspiro[5H-indeno[1,2-b]pyridin-5,3'-pyrrolidine]2',5'-dione). RXN SMILES: CO[C:3]([CH:5]1[C:17]2[C:12](=[N:13][CH:14]=[C:15]([F:18])[CH:16]=2)[C:11]2[C:6]1=[CH:7][C:8]([F:20])=[CH:9][C:10]=2[CH3:19])=[O:4].[H-].[Na+].I[CH2:24][C:25]([NH2:27])=[O:26]>O1CCCC1>[F:18][C:15]1[CH:16]=[C:17]2[C:5]3([CH2:24][C:25](=[O:26])[NH:27][C:3]3=[O:4])[C:6]3[C:11](=[C:10]([CH3:19])[CH:9]=[C:8]([F:20])[CH:7]=3)[C:12]2=[N:13][CH:14]=1 |f:1.2|. Procedure: Treatment of 3.7-difluoro-9-methyl-5H-indeno]1,2-b]pyridin-5-one with hydrazine in hot diethylene glycol provided 3,7-difluoro-9-methyl-5H-indeno[1,2-b]pyridine. Deprotonation using n-butyllithium in tetrahydrofuran followed by reaction with carbon dioxide and methanolic hydrogen chloride provided 3,7-difluoro-9-methyl-5H-indeno[1,2-b]pyridin-5-carboxylic acid methyl ester. The ester was then deprotonated using a slight excess of sodium hydride in tetrahydrofuran and treated with iodoacetamide t...